Dataset: the Open Reaction Database (ORD), a public repository of structured organic reaction records. Task: describe an organic reaction: reactants, conditions, products, and yield Reactants: C(C)OC=1C=C2C(=NC(=NC2=CC1O)N1CCOCC1)N1CCC(CC1)N1C(N(C2=CC=C(C=C2C1=O)C)C)=O (3-[1-(6-Ethoxy-7-hydroxy-2-morpholino-4-quinazolinyl)-4-piperidinyl]-1,2,3,4-tetrahydro-1,6-dimethyl-2,4-dioxoquinazoline), BrCC(=O)OCC (ethyl bromoacetate). Yields the product C(C)OC=1C=C2C(=NC(=NC2=CC1OCC(=O)OCC)N1CCOCC1)N1CCC(CC1)N1C(N(C2=CC=C(C=C2C1=O)C)C)=O (3-[1-(6-Ethoxy-7-ethoxycarbonylmethoxy-2-morpholino-4-quinazolinyl)-4-piperidinyl]-1,2,3,4-tetrahydro-1,6-dimethyl-2,4-dioxoquinazoline). The yield is 62.0%. Reaction SMILES: [CH2:1]([O:3][C:4]1[CH:5]=[C:6]2[C:11](=[CH:12][C:13]=1[OH:14])[N:10]=[C:9]([N:15]1[CH2:20][CH2:19][O:18][CH2:17][CH2:16]1)[N:8]=[C:7]2[N:21]1[CH2:26][CH2:25][CH:24]([N:27]2[C:36](=[O:37])[C:35]3[C:30](=[CH:31][CH:32]=[C:33]([CH3:38])[CH:34]=3)[N:29]([CH3:39])[C:28]2=[O:40])[CH2:23][CH2:22]1)[CH3:2].Br[CH2:42][C:43]([O:45][CH2:46][CH3:47])=[O:44]>>[CH2:1]([O:3][C:4]1[CH:5]=[C:6]2[C:11](=[CH:12][C:13]=1[O:14][CH2:42][C:43]([O:45][CH2:46][CH3:47])=[O:44])[N:10]=[C:9]([N:15]1[CH2:20][CH2:19][O:18][CH2:17][CH2:16]1)[N:8]=[C:7]2[N:21]1[CH2:26][CH2:25][CH:24]([N:27]2[C:36](=[O:37])[C:35]3[C:30](=[CH:31][CH:32]=[C:33]([CH3:38])[CH:34]=3)[N:29]([CH3:39])[C:28]2=[O:40])[CH2:23][CH2:22]1)[CH3:2]. Procedure details: The same procedure as in Example 48 was repeated, using 3.90 g (7.13 mmol) of Compound 47 obtained in Example 47, except that ethyl bromoacetate was used in place of methyl iodide, to give 2.81 g (yield: 62%) of Compound 54 as white crystals. Starting materials: COC1=CC=C(C(=O)C=2OC3=C(C2C)C=C(C=C3)OCC(=O)C3=CC=C(C=C3)OC)C=C1 (2-(p-methoxybenzoyl)-3-methyl-5-(p-methoxyphenacyloxy)-benzofuran). The reagents and catalysts are [Zn] (zinc). The solvent is C(C)(=O)O (acetic acid). Reaction conditions: time 8 hour. Yields the product COC1=CC=C(CC=2OC3=C(C2C)C=C(C=C3)O)C=C1 (2-(p-methoxybenzyl)-3-methyl-5-hydroxybenzofuran). The yield is 25.5%. Reaction SMILES: [CH3:1][O:2][C:3]1[CH:32]=[CH:31][C:6]([C:7]([C:9]2[O:10][C:11]3[CH:18]=[CH:17][C:16]([O:19]CC(C4C=CC(OC)=CC=4)=O)=[CH:15][C:12]=3[C:13]=2[CH3:14])=O)=[CH:5][CH:4]=1>C(O)(=O)C.[Zn]>[CH3:1][O:2][C:3]1[CH:4]=[CH:5][C:6]([CH2:7][C:9]2[O:10][C:11]3[CH:18]=[CH:17][C:16]([OH:19])=[CH:15][C:12]=3[C:13]=2[CH3:14])=[CH:31][CH:32]=1. Procedure details: A mixture of 2-(p-methoxybenzoyl)-3-methyl-5-(p-methoxyphenacyloxy)-benzofuran (5.35 gm, 12.4 mmoles) and zinc dust (5.3 gm) in acetic acid (200 mL) was stirred at room temperature overnight. The solids were filtered off and washed with some ethylacetate. The filtrate was concentrated in vacuo and the residue was chromatographed on silica gel using 20% ethylacetate in hexane as eluent to yield 0.85 gm (26%) of 2-(p-methoxybenzyl)-3-methyl-5-hydroxybenzofuran, mp. 128°-131° C.